This data is from the Open Reaction Database (ORD), a public repository of structured organic reaction records. The task is: describe an organic reaction: reactants, conditions, products, and yield Reactants: C1=CC=C(C(=C1)C=O)C=O (o-phthalaldehyde), C(C)(C)C1=C(N)C(=CC=C1)C(C)C (2,6-diisopropylaniline), C(C)(=O)O (acetic acid). The solvent is ClCCl (dichloromethane). Yields the product C(C)(C)C1=C(C(=CC=C1)C(C)C)N1CC2=CC=CC=C2C1 (N-(2,6-diisopropylphenyl)isoindoline). Reaction SMILES: [CH:1]1[CH:6]=[C:5]([CH:7]=O)[C:4]([CH:9]=O)=[CH:3][CH:2]=1.[CH:11]([C:14]1[CH:20]=[CH:19][CH:18]=[C:17]([CH:21]([CH3:23])[CH3:22])[C:15]=1[NH2:16])([CH3:13])[CH3:12].C(O)(=O)C>ClCCl>[CH:21]([C:17]1[CH:18]=[CH:19][CH:20]=[C:14]([CH:11]([CH3:13])[CH3:12])[C:15]=1[N:16]1[CH2:7][C:5]2[C:4](=[CH:3][CH:2]=[CH:1][CH:6]=2)[CH2:9]1)([CH3:23])[CH3:22]. Procedure details: 0.5 g of o-phthalaldehyde and 0.661 g of 2,6-diisopropylaniline were dissolved in 20 ml of dichloromethane, 1 ml of acetic acid was added thereto, and the mixture was reacted at room temperature for 25 minutes. Starting materials: CCOC(=O)C(Cc1ccc(OC(C)C(=O)OCc2ccccc2)cc1)OCC, CCO, O. Yields the product CCOC(=O)C(Cc1ccc(OC(C)C(=O)O)cc1)OCC. Reaction SMILES: [CH2:1]([CH3:2])[O:3][C:4]([CH:5]([CH2:6][c:7]1[cH:8][cH:9][c:10]([O:13][CH:14]([CH3:15])[C:16](=[O:17])[O:18][CH2:19][c:20]2[cH:21][cH:22][cH:23][cH:24][cH:25]2)[cH:11][cH:12]1)[O:26][CH2:27][CH3:28])=[O:29].[CH3:30][CH2:31][OH:32].[OH2:33]>>[CH2:1]([CH3:2])[O:3][C:4]([CH:5]([CH2:6][c:7]1[cH:8][cH:9][c:10]([O:13][CH:14]([CH3:15])[C:16](=[O:17])[OH:18])[cH:11][cH:12]1)[O:26][CH2:27][CH3:28])=[O:29].